This data is from the Open Reaction Database (ORD), a public repository of structured organic reaction records. The task is: describe an organic reaction: reactants, conditions, products, and yield Reactants: ClCCCl, CCN(C(C)C)C(C)C, Cl, Cl, O=C(O)C=Cc1cnc2c(c1)CCC(=O)N2, CN(C)C=O, O, On1nnc2ccccc21, CNCc1ccc2sccc2c1. Yields the product CN(Cc1ccc2sccc2c1)C(=O)C=Cc1cnc2c(c1)CCC(=O)N2. RXN SMILES: [CH2:49]([Cl:50])[CH2:51][Cl:52].[CH:40]([N:41]([CH2:42][CH3:43])[CH:44]([CH3:45])[CH3:46])([CH3:47])[CH3:48].[ClH:13].[ClH:53].[O:14]=[C:15]1[CH2:16][CH2:17][c:18]2[cH:19][c:20]([CH:25]=[CH:26][C:27](=[O:28])[OH:29])[cH:21][n:22][c:23]2[NH:24]1.[O:54]=[CH:55][N:56]([CH3:57])[CH3:58].[OH2:59].[OH:30][n:31]1[c:32]2[c:33]([cH:34][cH:35][cH:36][cH:37]2)[n:38][n:39]1.[s:1]1[c:2]2[c:3]([cH:4][cH:5]1)[cH:6][c:7]([CH2:10][NH:11][CH3:12])[cH:8][cH:9]2>>[s:1]1[c:2]2[c:3]([cH:4][cH:5]1)[cH:6][c:7]([CH2:10][N:11]([CH3:12])[C:27]([CH:26]=[CH:25][c:20]1[cH:19][c:18]3[c:23]([n:22][cH:21]1)[NH:24][C:15](=[O:14])[CH2:16][CH2:17]3)=[O:29])[cH:8][cH:9]2. Starting materials: C(C)OC([C@H](CC1=CC=C(C=C1)OCCCBr)OC)=O ((2S)-3-[4-(3-Bromopropoxy)-phenyl]-2-methoxy-propionic acid ethyl ester), FC1=CC=C(C(=O)NC2=CC=C(C=C2)O)C=C1 (4-Fluoro-N-(4-hydroxy-phenyl)-benzamide), [OH-].[Na+] (NaOH). Product: FC1=CC=C(C(=O)NC2=CC=C(OCCCOC3=CC=C(C=C3)C[C@@H](C(=O)O)OC)C=C2)C=C1 ((2S)-3-(4-{3-[4-(4-Fluoro-benzoylamino)-phenoxy]-propoxy}-phenyl)-2-methoxy-propionic acid). RXN SMILES: C([O:3][C:4](=[O:20])[C@@H:5]([O:18][CH3:19])[CH2:6][C:7]1[CH:12]=[CH:11][C:10]([O:13][CH2:14][CH2:15][CH2:16]Br)=[CH:9][CH:8]=1)C.[F:21][C:22]1[CH:37]=[CH:36][C:25]([C:26]([NH:28][C:29]2[CH:34]=[CH:33][C:32]([OH:35])=[CH:31][CH:30]=2)=[O:27])=[CH:24][CH:23]=1.[OH-].[Na+]>>[F:21][C:22]1[CH:37]=[CH:36][C:25]([C:26]([NH:28][C:29]2[CH:34]=[CH:33][C:32]([O:35][CH2:16][CH2:15][CH2:14][O:13][C:10]3[CH:9]=[CH:8][C:7]([CH2:6][C@H:5]([O:18][CH3:19])[C:4]([OH:3])=[O:20])=[CH:12][CH:11]=3)=[CH:31][CH:30]=2)=[O:27])=[CH:24][CH:23]=1 |f:2.3|. Procedure: (2S)-3-[4-(3-Bromopropoxy)-phenyl]-2-methoxy-propionic acid ethyl ester from Example 173, Step A was treated with 4-Fluoro-N-(4-hydroxy-phenyl)-benzamide from Step A under the Standard Procedure J. The compound thus obtained was allowed to react under Standard hydrolysis procedure C (NaOH) to give the title compound. MS(ES) for C26H26FNO6 [M+H]+: 468. The reactants are BrCC(=O)C1=CC(=CC=C1)C (2-bromo-1-(3-methylphenyl)ethanone), [S-]C#N.[K+] (potassium thiocyanate), O (water). Run in C(C)O (ethanol). Yields the product CC=1C=C(C=CC1)C(CSC#N)=O (2-(3-Methylphenyl)-2-oxoethyl thiocyanate). Isolated yield 0.1%. Reaction SMILES: Br[CH2:2][C:3]([C:5]1[CH:10]=[CH:9][CH:8]=[C:7]([CH3:11])[CH:6]=1)=[O:4].[S-:12][C:13]#[N:14].[K+].O>C(O)C>[CH3:11][C:7]1[CH:6]=[C:5]([C:3](=[O:4])[CH2:2][S:12][C:13]#[N:14])[CH:10]=[CH:9][CH:8]=1 |f:1.2|. Reported procedure: A solution of 2-bromo-1-(3-methylphenyl)ethanone (3.03 g, 14.2 mmol) and potassium thiocyanate (1.45 g, 14.2 mmol) in ethanol (30 ml) was stirred at 80° C. for 2 hours. After cooling to room temperature, water (30 ml) was poured to the reaction mixture, and crystals were collected by filtration and washed with water to give 2.29 mg (84.2%) of the desired product as a solid.